From a dataset of the Open Reaction Database (ORD), a public repository of structured organic reaction records. describe an organic reaction: reactants, conditions, products, and yield Starting materials: BrBr (bromine), BrC=1C=C(C=CC1)C=1SC=CC1 (2-(3'-bromophenyl)thiophene). Run in C(C)(=O)O (acetic acid), C(C)(=O)O (acetic acid). Yields the product BrC=1SC(=CC1)C1=CC(=CC=C1)Br (2-bromo-5-[3'-bromophenyl]thiophene). Yield: 68.0%. Reaction SMILES: [Br:1]Br.[Br:3][C:4]1[CH:5]=[C:6]([C:10]2[S:11][CH:12]=[CH:13][CH:14]=2)[CH:7]=[CH:8][CH:9]=1>C(O)(=O)C>[Br:1][C:12]1[S:11][C:10]([C:6]2[CH:7]=[CH:8][CH:9]=[C:4]([Br:3])[CH:5]=2)=[CH:14][CH:13]=1. Reported procedure: A solution of bromine (8 g; 50 mM) in 20 mL of glacial acetic acid was added dropwise to a vigorously stirred solution of 2-(3'-bromophenyl)thiophene (12 g; 50 mM) in 80 mL of glacial acetic acid. The resulting mixture was heated to reflux 5 hrs, cooled and poured onto ice. A solid separated which was filtered and washed with ice water, and purified on silica gel using hexane as solvent to give 68% of 2-bromo-5-[3'-bromophenyl]thiophene as an amorphous solid. Starting materials: CCOC(=O)CC(CC(C)C)CP(=O)(OCC)OCC, CCO, [Na+], [OH-]. Yields the product CCOP(=O)(CC(CC(=O)O)CC(C)C)OCC. RXN SMILES: [CH2:1]([CH3:2])[O:3][C:4]([CH2:5][CH:6]([CH2:7][CH:8]([CH3:9])[CH3:10])[CH2:11][P:12](=[O:13])([O:14][CH2:15][CH3:16])[O:17][CH2:18][CH3:19])=[O:20].[CH3:23][CH2:24][OH:25].[Na+:22].[OH-:21]>>[O:3]=[C:4]([CH2:5][CH:6]([CH2:7][CH:8]([CH3:9])[CH3:10])[CH2:11][P:12](=[O:13])([O:14][CH2:15][CH3:16])[O:17][CH2:18][CH3:19])[OH:20]. The reactants are OCCN1C(=NC(=C1)C=C)C1CCN(CC1)C(=O)OC(C)(C)C (tert-butyl 4-(1-(2-hydroxyethyl)-4-vinyl-1H-imidazol-2-yl)piperidine-1-carboxylate), [H][H] (hydrogen), [H][H] (hydrogen). The reagents and catalysts are [Pd] (palladium on carbon). Solvent: C(C)O (ethanol), C(C)O (ethanol). Conditions: time 2 hour. The product is C(C)C=1N=C(N(C1)CCO)C1CCN(CC1)C(=O)OC(C)(C)C (tert-Butyl 4-(4-ethyl-1-(2-hydroxyethyl)-1H-imidazol-2-yl)piperidine-1-carboxylate). The yield is 99.4%. RXN SMILES: [OH:1][CH2:2][CH2:3][N:4]1[CH:8]=[C:7]([CH:9]=[CH2:10])[N:6]=[C:5]1[CH:11]1[CH2:16][CH2:15][N:14]([C:17]([O:19][C:20]([CH3:23])([CH3:22])[CH3:21])=[O:18])[CH2:13][CH2:12]1.[H][H]>[Pd].C(O)C>[CH2:9]([C:7]1[N:6]=[C:5]([CH:11]2[CH2:16][CH2:15][N:14]([C:17]([O:19][C:20]([CH3:21])([CH3:23])[CH3:22])=[O:18])[CH2:13][CH2:12]2)[N:4]([CH2:3][CH2:2][OH:1])[CH:8]=1)[CH3:10]. Procedure: Add 10% palladium on carbon (2.10 g) in ethanol (50 mL). Then add a solution of tert-butyl 4-(1-(2-hydroxyethyl)-4-vinyl-1H-imidazol-2-yl)piperidine-1-carboxylate (20.00 g, 62.22 mmol) in ethanol (200 mL). Cycle through nitrogen and vacuum three times, then hydrogen and vacuum three times. Allow to stir at room temperature under 1 atmosphere hydrogen. After two hours, filter through Celite®. Wash with methanol. Concentrate the filtrate in vacuo to give a light yellow solid as the title compound ... Reactants: C(=O)(O)C1=CC2=C(S1)SC(=C2)C(=O)C=2C=C(C=CC2)CC(=O)O (3-(5-carboxythieno[2,3-b]thien-2-yl)carbonyl-phenylacetic acid), sand. Reagents/catalysts: [Cu] (copper). Run at temperature 290 celsius. Yields the product S1C(=CC2=C1SC=C2)C(=O)C=2C=C(C=CC2)CC(=O)O (3-(thieno[2,3-b]thien-2-yl)carbonyl-phenylacetic acid). The yield is 50.6%. As a reaction SMILES: C([C:4]1[S:8][C:7]2[S:9][C:10]([C:12]([C:14]3[CH:15]=[C:16]([CH2:20][C:21]([OH:23])=[O:22])[CH:17]=[CH:18][CH:19]=3)=[O:13])=[CH:11][C:6]=2[CH:5]=1)(O)=O>[Cu]>[S:9]1[C:7]2[S:8][CH:4]=[CH:5][C:6]=2[CH:11]=[C:10]1[C:12]([C:14]1[CH:15]=[C:16]([CH2:20][C:21]([OH:23])=[O:22])[CH:17]=[CH:18][CH:19]=1)=[O:13]. Procedure: A homogeneous mixture of 3-(5-carboxythieno[2,3-b]thien-2-yl)carbonyl-phenylacetic acid (24 g), copper powder (4 g) and Fontainebleau sand (100 g) is heated at 290° C. for 1 hour. After cooling, the reaction mixture is washed five times with methylene chloride (total 350 cc). The combined methylene chloride phases are extracted five times with a 10% (w/v) aqueous solution of sodium carbonate (total 400 cc). The combined alkaline liquors are stirred with decolourizing charcoal (1 g), filtered, ac...